From a dataset of the Open Reaction Database (ORD), a public repository of structured organic reaction records. describe an organic reaction: reactants, conditions, products, and yield Reactants: FCCBr, O=C([O-])[O-], CN(C)C=O, [K+], [K+], O, COC(=O)c1ccc(O)cc1. RXN SMILES: [Br:12][CH2:13][CH2:14][F:15].[C:16](=[O:17])([O-:18])[O-:19].[CH3:23][N:24]([CH3:25])[CH:26]=[O:27].[K+:20].[K+:21].[OH2:22].[OH:1][c:2]1[cH:3][cH:4][c:5]([C:6](=[O:7])[O:8][CH3:9])[cH:10][cH:11]1>>[O:1]([c:2]1[cH:3][cH:4][c:5]([C:6](=[O:7])[O:8][CH3:9])[cH:10][cH:11]1)[CH2:13][CH2:14][F:15]. The product is COC(=O)c1ccc(OCCF)cc1. The reactants are C[O-], CO, Cc1onc(-c2ccccc2)c1-c1cn(-c2ccc([N+](=O)[O-])cc2)c(CCl)n1, [Na+]. Yields the product COCc1nc(-c2c(-c3ccccc3)noc2C)cn1-c1ccc([N+](=O)[O-])cc1. As a reaction SMILES: [CH3:29][O-:30].[CH3:32][OH:33].[Cl:1][CH2:2][c:3]1[n:4](-[c:20]2[cH:21][cH:22][c:23]([N+:26](=[O:27])[O-:28])[cH:24][cH:25]2)[cH:5][c:6](-[c:8]2[c:9](-[c:14]3[cH:15][cH:16][cH:17][cH:18][cH:19]3)[n:10][o:11][c:12]2[CH3:13])[n:7]1.[Na+:31]>>[CH2:2]([c:3]1[n:4](-[c:20]2[cH:21][cH:22][c:23]([N+:26](=[O:27])[O-:28])[cH:24][cH:25]2)[cH:5][c:6](-[c:8]2[c:9](-[c:14]3[cH:15][cH:16][cH:17][cH:18][cH:19]3)[n:10][o:11][c:12]2[CH3:13])[n:7]1)[O:30][CH3:29].